This data is from the Open Reaction Database (ORD), a public repository of structured organic reaction records. The task is: describe an organic reaction: reactants, conditions, products, and yield The reactants are ClC1=NC2=C(N1CC1=CC=C(C=C1)F)C=CC=C2 (2-chloro-1-[(4-fluorophenyl)methyl]-1H-benzimidazole), FC1=CC=C(C=C1)CN1C(=NC2=C1C=CC=C2)NC2CCN(CC2)C2CCNCC2 (N-[1-[(4-fluorophenyl)methyl]-1H-benzimidazol-2-yl]-[1,4'-bipiperidine]-4-amine), [I-].[K+] (potassium iodide), C([O-])([O-])=O.[K+].[K+] (potassium carbonate). The solvent is O (water), ClC(Cl)Cl (trichloromethane). Conditions: temperature 130 celsius. The product is O.FC1=CC=C(C=C1)CN1C(=NC2=C1C=CC=C2)NC2CCN(CC2)C2CCN(CC2)C2=NC1=C(N2CC2=CC=C(C=C2)F)C=CC=C1 (1-[(4-fluorophenyl)methyl]-N-[1'-[1-[(4-fluorophenyl)methyl]-1H-benzimidazol-2-yl]-[1,4'-bipiperidin]-4-yl]-1H-benzimidazol-2-amine monohydrate). Reaction SMILES: Cl[C:2]1[N:6]([CH2:7][C:8]2[CH:13]=[CH:12][C:11]([F:14])=[CH:10][CH:9]=2)[C:5]2[CH:15]=[CH:16][CH:17]=[CH:18][C:4]=2[N:3]=1.[F:19][C:20]1[CH:25]=[CH:24][C:23]([CH2:26][N:27]2[C:31]3[CH:32]=[CH:33][CH:34]=[CH:35][C:30]=3[N:29]=[C:28]2[NH:36][CH:37]2[CH2:42][CH2:41][N:40]([CH:43]3[CH2:48][CH2:47][NH:46][CH2:45][CH2:44]3)[CH2:39][CH2:38]2)=[CH:22][CH:21]=1.[I-].[K+].C(=O)([O-])[O-:52].[K+].[K+]>O.ClC(Cl)Cl>[OH2:52].[F:19][C:20]1[CH:21]=[CH:22][C:23]([CH2:26][N:27]2[C:31]3[CH:32]=[CH:33][CH:34]=[CH:35][C:30]=3[N:29]=[C:28]2[NH:36][CH:37]2[CH2:42][CH2:41][N:40]([CH:43]3[CH2:48][CH2:47][N:46]([C:2]4[N:6]([CH2:7][C:8]5[CH:9]=[CH:10][C:11]([F:14])=[CH:12][CH:13]=5)[C:5]5[CH:15]=[CH:16][CH:17]=[CH:18][C:4]=5[N:3]=4)[CH2:45][CH2:44]3)[CH2:39][CH2:38]2)=[CH:24][CH:25]=1 |f:2.3,4.5.6,9.10|. Reported procedure: A mixture of 4 parts of 2-chloro-1-[(4-fluorophenyl)methyl]-1H-benzimidazole, 6.1 parts of N-[1-[(4-fluorophenyl)methyl]-1H-benzimidazol-2-yl]-[1,4'-bipiperidine]-4-amine and 1 part of potassium iodide was stirred and heated for 3 hours at 130° C. The reaction mixture was cooled and taken up in water and trichloromethane. The whole was alkalized with potassium carbonate. The organic phase was separated, dried, filtered and evaporated. The residue was purified by HPLC using a mixture of trichloro... Procedure: 5-Fluoro-2-mercaptobenzoic acid (278 mg) and 4-chloro-6,7-dimethoxyquinoline (300 mg) were suspended in acetonitrile (6 ml), and the suspension was stirred at room temperature overnight. The solvent was removed by distillation under the reduced pressure. Water was added to the residue, the mixture was neutralized with sodium hydrogencarbonate and was then extracted with chloroform. The chloroform layer was washed with water and saturated brine and was dried over anhydrous magnesium sulfate. The ... Starting materials: FC=1C=CC(=C(C(=O)O)C1)S (5-Fluoro-2-mercaptobenzoic acid), ClC1=CC=NC2=CC(=C(C=C12)OC)OC (4-chloro-6,7-dimethoxyquinoline). Reaction conditions: time 8 hour. The solvent is C(C)#N (acetonitrile). As a reaction SMILES: [F:1][C:2]1[CH:3]=[CH:4][C:5]([SH:11])=[C:6]([CH:10]=1)[C:7]([OH:9])=[O:8].Cl[C:13]1[C:22]2[C:17](=[CH:18][C:19]([O:25][CH3:26])=[C:20]([O:23][CH3:24])[CH:21]=2)[N:16]=[CH:15][CH:14]=1>C(#N)C>[CH3:24][O:23][C:20]1[CH:21]=[C:22]2[C:17](=[CH:18][C:19]=1[O:25][CH3:26])[N:16]=[CH:15][CH:14]=[C:13]2[S:11][C:5]1[CH:4]=[CH:3][C:2]([F:1])=[CH:10][C:6]=1[C:7]([OH:9])=[O:8]. Isolated yield 31.5%. Yields the product COC=1C=C2C(=CC=NC2=CC1OC)SC1=C(C(=O)O)C=C(C=C1)F (2-(6,7-dimethoxy-quinolin-4-ylsulfanyl)-5-fluoro-benzoic acid). The reactants are BrC(Br)(Br)Br, COC(=O)c1ccc([N+](=O)[O-])c(C=O)c1, ClCCl, c1ccc(P(c2ccccc2)c2ccccc2)cc1. Yields the product COC(=O)c1ccc([N+](=O)[O-])c(C=C(Br)Br)c1. RXN SMILES: [C:16]([Br:17])([Br:18])([Br:19])[Br:20].[CH:1](=[O:2])[c:3]1[cH:4][c:5]([C:6](=[O:7])[O:8][CH3:9])[cH:10][cH:11][c:12]1[N+:13](=[O:14])[O-:15].[Cl:40][CH2:41][Cl:42].[c:21]1([P:22]([c:23]2[cH:24][cH:25][cH:26][cH:27][cH:28]2)[c:29]2[cH:30][cH:31][cH:32][cH:33][cH:34]2)[cH:35][cH:36][cH:37][cH:38][cH:39]1>>[CH:1]([c:3]1[cH:4][c:5]([C:6](=[O:7])[O:8][CH3:9])[cH:10][cH:11][c:12]1[N+:13](=[O:14])[O-:15])=[C:16]([Br:17])[Br:18]. Starting materials: CC=1N=C(SC1)NC(=O)C1=NC(=CC=C1NC=1C=NC=CC1)C (6-Methyl-3-(pyridin-3-ylamino)-pyridine-2-carboxylic acid (4-methyl-thiazol-2-yl)-amide), BrC1=CC=CC=C1 (Bromobenzene). The product is CC=1N=C(SC1)NC(=O)C1=NC(=CC=C1NC1=CC=CC=C1)C (6-Methyl-3-phenylamino-pyridine-2-carboxylic acid (4-methyl-thiazol-2-yl)-amide). Reaction SMILES: [CH3:1][C:2]1[N:3]=[C:4]([NH:7][C:8]([C:10]2[C:15]([NH:16][C:17]3[CH:18]=N[CH:20]=[CH:21][CH:22]=3)=[CH:14][CH:13]=[C:12]([CH3:23])[N:11]=2)=[O:9])[S:5][CH:6]=1.Br[C:25]1C=CC=CC=1>>[CH3:1][C:2]1[N:3]=[C:4]([NH:7][C:8]([C:10]2[C:15]([NH:16][C:17]3[CH:22]=[CH:21][CH:20]=[CH:25][CH:18]=3)=[CH:14][CH:13]=[C:12]([CH3:23])[N:11]=2)=[O:9])[S:5][CH:6]=1. Procedure details: The title compound, was prepared from 3-Amino-6-methyl-pyridine-2-carboxylic acid (4-methyl-thiazol-2-yl)-amide (example 14) in accordance with the general method of example 20 using Bromobenzene instead of 3-Bromo-4-methylpyridine to yield the final compound as a yellow solid, MS (ISP): m/e=325.0 (M+H+). The reactants are C(C)OP(OCC)(=O)C(P(=O)(OCC)OCC)C1=CC=C(C=C1)C[C@@H](C(N[C@@H](C)C1=CC(=C(C=C1)OCC1CCCCC1)C(N)=O)=O)NC(=O)OC(C)(C)C ([(4-{(S)-2-tert-Butoxycarbonylamino-2-[(S)-1-(3-carbamoyl-4-cyclohexylmethoxy-phenyl)-ethylcarbamoyl]-ethyl}-phenyl)-(diethoxy-phosphoryl)-methyl]-phosphonic acid diethyl ester), C(=O)(C(F)(F)F)O (TFA). The solvent is C(Cl)Cl (methylene chloride). Run at time 20 minute. Product: C(C)OP(OCC)(=O)C(P(=O)(OCC)OCC)C1=CC=C(C=C1)C[C@@H](C(N[C@@H](C)C1=CC(=C(C=C1)OCC1CCCCC1)C(N)=O)=O)N ([(4-{(S)-2-Amino-2-[(S)-1-(3-carbamoyl-4-cyclohexylmethoxy-phenyl)-ethylcarbamoyl]-ethyl}-phenyl)-(diethoxy-phosphoryl)-methyl]-phosphonic Acid Diethyl Ester). Yield: 65.7%. Reaction SMILES: [CH2:1]([O:3][P:4]([CH:9]([C:18]1[CH:23]=[CH:22][C:21]([CH2:24][C@H:25]([NH:48]C(OC(C)(C)C)=O)[C:26](=[O:47])[NH:27][C@H:28]([C:30]2[CH:35]=[CH:34][C:33]([O:36][CH2:37][CH:38]3[CH2:43][CH2:42][CH2:41][CH2:40][CH2:39]3)=[C:32]([C:44](=[O:46])[NH2:45])[CH:31]=2)[CH3:29])=[CH:20][CH:19]=1)[P:10]([O:15][CH2:16][CH3:17])([O:12][CH2:13][CH3:14])=[O:11])(=[O:8])[O:5][CH2:6][CH3:7])[CH3:2].C(O)(C(F)(F)F)=O>C(Cl)Cl>[CH2:13]([O:12][P:10]([CH:9]([C:18]1[CH:19]=[CH:20][C:21]([CH2:24][C@H:25]([NH2:48])[C:26](=[O:47])[NH:27][C@H:28]([C:30]2[CH:35]=[CH:34][C:33]([O:36][CH2:37][CH:38]3[CH2:39][CH2:40][CH2:41][CH2:42][CH2:43]3)=[C:32]([C:44](=[O:46])[NH2:45])[CH:31]=2)[CH3:29])=[CH:22][CH:23]=1)[P:4]([O:5][CH2:6][CH3:7])([O:3][CH2:1][CH3:2])=[O:8])(=[O:11])[O:15][CH2:16][CH3:17])[CH3:14]. Procedure: To [(4-{(S)-2-tert-Butoxycarbonylamino-2-[(S)-1-(3-carbamoyl-4-cyclohexylmethoxy-phenyl)-ethylcarbamoyl]-ethyl}-phenyl)-(diethoxy-phosphoryl)-methyl]-phosphonic acid diethyl ester (2.8 g, 3.5 mmol) in methylene chloride (20 mL) was added TFA (6 mL). The mixture was stirred for 20 min., evaporated to dryness, and dissolved in DMSO (30 mL). Purification by RP HPLC (CH3CN/H2O) and lyophylization yielded a white solid (1.9 g, 2.3 mmol, 66%). MS [M+H]+ 710. The reactants are BrC1=CN=C2N1N=C(C=C2)Cl (3-bromo-6-chloroimidazo[1,2-b]pyridazine), N1CCOCC1 (morpholine), amino, C(Cl)Cl.CO.[NH4+].[OH-] (CH2Cl2 MeOH NH4OH). Yields the product BrC1=CN=C2N1N=C(C=C2)N2CCOCC2 (4-(3-Bromoimidazo[1,2-b]pyridazin-6-yl)morpholine). Reaction SMILES: [Br:1][C:2]1[N:6]2[N:7]=[C:8](Cl)[CH:9]=[CH:10][C:5]2=[N:4][CH:3]=1.[NH:12]1[CH2:17][CH2:16][O:15][CH2:14][CH2:13]1.C(Cl)Cl.CO.[NH4+].[OH-]>>[Br:1][C:2]1[N:6]2[N:7]=[C:8]([N:12]3[CH2:17][CH2:16][O:15][CH2:14][CH2:13]3)[CH:9]=[CH:10][C:5]2=[N:4][CH:3]=1 |f:2.3.4.5|. Reported procedure: Prepared from 3-bromo-6-chloroimidazo[1,2-b]pyridazine and morpholine according to general procedure 1 providing the amino compound (235 mg, 85%) as a yellow solid: Rf=0.79 (CH2Cl2/MeOH/NH4OH, 160:18:2); 1H NMR (500 MHz, CDCl3) δ 7.70 (d, J=9.9 Hz, 1H), 7.53 (s, 1H), 6.81 (d, J=9.9 Hz, 1H), 3.86 (t, J=5.0 Hz, 4H), 3.55 (t, J=4.8 Hz, 4H); ES-MS: (M+H)=283, 285 m/z.